This data is from the Open Reaction Database (ORD), a public repository of structured organic reaction records. The task is: describe an organic reaction: reactants, conditions, products, and yield Starting materials: NC1C(CC(C1CN)(C)C)C (5-amino-2,2,4-trimethylcyclopentylmethylamine), CC1=CC(=O)OC(O1)(C)C (2,2,6-trimethyl-1,3-dioxen-4-one). The solvent is C=1(C(=CC=CC1)C)C (xylene), C=1(C(=CC=CC1)C)C (xylene). Reaction conditions: temperature 113 celsius. The product is C(CC(=O)C)(=O)NC1C(C(CC1C)(C)C)CNC(CC(=O)C)=O (1-acetoacetamido-2-acetoacetamidomethyl-3,3,5-trimethylcyclopentane). Isolated yield 89.3%. RXN SMILES: [NH2:1][CH:2]1[CH:6]([CH2:7][NH2:8])[C:5]([CH3:10])([CH3:9])[CH2:4][CH:3]1[CH3:11].[CH3:12][C:13]1[O:19]C(C)(C)[O:17][C:15](=O)[CH:14]=1>C1(C)C(C)=CC=CC=1>[C:15]([NH:1][CH:2]1[CH:3]([CH3:11])[CH2:4][C:5]([CH3:10])([CH3:9])[CH:6]1[CH2:7][NH:8][C:15](=[O:17])[CH2:14][C:13]([CH3:12])=[O:19])(=[O:17])[CH2:14][C:13]([CH3:12])=[O:19]. Reported procedure: To 5-amino-2,2,4-trimethylcyclopentylmethylamine (127.72 g, 0.819 mol) in xylene (525 ml) at 122° C. was added with stirring 2,2,6-trimethyl-1,3-dioxen-4-one (232.51 g, 1.637 mol) in xylene (525 mol) over 10 minutes, during which the temperature decreased to 104° C. After heating to 113° C. over 5 minutes, vigorous effervescence and distillation of acetone (through a Vigreux column) commenced. Pot temperature was increased to 127° C. over 5 minutes and to 140° C. over a further 30 minutes, with ... The reactants are [H-].[Na+] (sodium hydride), OC(C)(C)C=1N=C(NC1C(=O)OCC)CCC (ethyl 4-(1-hydroxy-1-methylethyl)-2-propylimidazole-5-carboxylate), C(C1=CC=CC=C1)(C1=CC=CC=C1)(C1=CC=CC=C1)N1N=NN=C1C1=C(C=CC=C1)C1=CC=C(CBr)C=C1 (4-[2-(trityltetrazol-5-yl)phenyl]benzyl bromide). The solvent is CN(C=O)C (N,N-dimethylformamide), CN(C=O)C (N,N-dimethylformamide), C(C)(=O)OCC (ethyl acetate). Conditions: time 30 minute. The product is OC(C)(C)C=1N=C(N(C1C(=O)OCC)CC1=CC=C(C=C1)C1=C(C=CC=C1)C1=NN=NN1C(C1=CC=CC=C1)(C1=CC=CC=C1)C1=CC=CC=C1)CCC (Ethyl 4-(1-hydroxy-1-methylethyl)-2-propyl-1-{4-[2-(trityltetrazol-5-yl)phenyl]phenyl}methylimidazole-5-carboxylate). Yield: 79.9%. Reaction SMILES: [H-].[Na+].[OH:3][C:4]([C:7]1[N:8]=[C:9]([CH2:17][CH2:18][CH3:19])[NH:10][C:11]=1[C:12]([O:14][CH2:15][CH3:16])=[O:13])([CH3:6])[CH3:5].[C:20]([N:39]1[C:43]([C:44]2[CH:49]=[CH:48][CH:47]=[CH:46][C:45]=2[C:50]2[CH:57]=[CH:56][C:53]([CH2:54]Br)=[CH:52][CH:51]=2)=[N:42][N:41]=[N:40]1)([C:33]1[CH:38]=[CH:37][CH:36]=[CH:35][CH:34]=1)([C:27]1[CH:32]=[CH:31][CH:30]=[CH:29][CH:28]=1)[C:21]1[CH:26]=[CH:25][CH:24]=[CH:23][CH:22]=1>CN(C)C=O.C(OCC)(=O)C>[OH:3][C:4]([C:7]1[N:8]=[C:9]([CH2:17][CH2:18][CH3:19])[N:10]([CH2:54][C:53]2[CH:52]=[CH:51][C:50]([C:45]3[CH:46]=[CH:47][CH:48]=[CH:49][C:44]=3[C:43]3[N:39]([C:20]([C:33]4[CH:38]=[CH:37][CH:36]=[CH:35][CH:34]=4)([C:27]4[CH:28]=[CH:29][CH:30]=[CH:31][CH:32]=4)[C:21]4[CH:26]=[CH:25][CH:24]=[CH:23][CH:22]=4)[N:40]=[N:41][N:42]=3)=[CH:57][CH:56]=2)[C:11]=1[C:12]([O:14][CH2:15][CH3:16])=[O:13])([CH3:6])[CH3:5] |f:0.1|. Reported procedure: 48 mg of sodium hydride (as a 55% w/w dispersion in mineral oil) were added to a solution of 0.26 g of ethyl 4-(1-hydroxy-1-methylethyl)-2-propylimidazole-5-carboxylate (prepared as described in Preparation 9) in 5 ml of N,N-dimethylformamide, and the resulting mixture was stirred at room temperature for 30 minutes. A solution of 0.72 g of 4-[2-(trityltetrazol-5-yl)phenyl]benzyl bromide in 5 ml of N,N-dimethylformamide was then added, and the reaction mixture was stirred at room temperature for ...